Dataset: the Open Reaction Database (ORD), a public repository of structured organic reaction records. Task: describe an organic reaction: reactants, conditions, products, and yield Reactants: COCCOC, Ic1ccnc(Nc2ccc3c(c2)OCCO3)c1, [Pd], c1ccc(P(c2ccccc2)c2ccccc2)cc1, c1ccc(P(c2ccccc2)c2ccccc2)cc1, c1ccc(P(c2ccccc2)c2ccccc2)cc1, c1ccc(P(c2ccccc2)c2ccccc2)cc1, OB(O)c1cc2ccccc2s1. The product is c1ccc2sc(-c3ccnc(Nc4ccc5c(c4)OCCO5)c3)cc2c1. RXN SMILES: [CH3:108][O:109][CH2:110][CH2:111][O:112][CH3:113].[O:1]1[CH2:2][CH2:3][O:4][c:5]2[c:6]1[cH:7][cH:8][c:9]([NH:11][c:12]1[n:13][cH:14][cH:15][c:16]([I:18])[cH:17]1)[cH:10]2.[Pd:31].[c:32]1([P:33]([c:34]2[cH:35][cH:36][cH:37][cH:38][cH:39]2)[c:40]2[cH:41][cH:42][cH:43][cH:44][cH:45]2)[cH:46][cH:47][cH:48][cH:49][cH:50]1.[c:51]1([P:52]([c:53]2[cH:54][cH:55][cH:56][cH:57][cH:58]2)[c:59]2[cH:60][cH:61][cH:62][cH:63][cH:64]2)[cH:65][cH:66][cH:67][cH:68][cH:69]1.[c:70]1([P:71]([c:72]2[cH:73][cH:74][cH:75][cH:76][cH:77]2)[c:78]2[cH:79][cH:80][cH:81][cH:82][cH:83]2)[cH:84][cH:85][cH:86][cH:87][cH:88]1.[c:89]1([P:90]([c:91]2[cH:92][cH:93][cH:94][cH:95][cH:96]2)[c:97]2[cH:98][cH:99][cH:100][cH:101][cH:102]2)[cH:103][cH:104][cH:105][cH:106][cH:107]1.[s:19]1[c:20]([B:28]([OH:29])[OH:30])[cH:21][c:22]2[c:23]1[cH:24][cH:25][cH:26][cH:27]2>>[O:1]1[CH2:2][CH2:3][O:4][c:5]2[c:6]1[cH:7][cH:8][c:9]([NH:11][c:12]1[n:13][cH:14][cH:15][c:16](-[c:20]3[s:19][c:23]4[c:22]([cH:21]3)[cH:27][cH:26][cH:25][cH:24]4)[cH:17]1)[cH:10]2. The reactants are C(C)(=O)C1=CC=CC=C1 (Acetophenone), alcohols, CC(C)(C)[O-].[K+] (KOtBu), C(C1=CC=CC=C1)(=O)C1=CC=CC=C1 (Benzophenone), C(C1=CC=CC=C1)(C1=CC=CC=C1)O (benzhydrol), CC(C(C)(C)C)=O (pinacolone), dialkyl ketones, ketones, aldehydes, C=1C=CC(=CC1)CCO (phenylethanol). Product: C(C)(C)(C)C1CCC(CC1)=O (4-tert-butylcyclohexanone), alcohols. As a reaction SMILES: CC([O-])(C)C.[K+].[C:7]([C:10]1C=CC=C[CH:11]=1)(=[O:9])[CH3:8].C1C=CC(CCO)=CC=1.C(C1C=CC=CC=1)(=O)C1C=CC=CC=1.C(O)(C1C=CC=CC=1)C1C=CC=CC=1.[CH3:53][C:54](=O)[C:55]([CH3:58])([CH3:57])[CH3:56]>>[C:55]([CH:54]1[CH2:11][CH2:10][C:7](=[O:9])[CH2:8][CH2:53]1)([CH3:58])([CH3:57])[CH3:56] |f:0.1|. Procedure: Table 3 summarizes the hydrogenation of a variety of ketones and aldehydes using 1/KOtBu as hydrogenation catalyst at room temperature. Acetophenone was converted to phenylethanol even at high substrate to catalyst ratios (entries 1-3). Benzophenone was converted to benzhydrol under similarly mild reaction conditions. Unactivated dialkyl ketones were readily converted to their respective alcohols, including sterically congested and electronically deactivated pinacolone (entry 11). Reduction of 4... The reactants are COC1=CC=C(C=C1)C(NCCC1=CCCCC1)C1=CC(=CC=C1)[N+](=O)[O-] (N-[(4-methoxyphenyl)-(3-nitrophenyl)methyl]-N-[2-(cyclohexen-1-yl)ethyl]amine), [BH4-].[Na+] (sodium borohydride). The reagents and catalysts are O.O.O.O.O.O.[Ni](Cl)Cl (nickel chloride hexahydrate). Solvent: CO (methanol). The product is mixture, COC1=CC=C(C=C1)C(C=1C=C(C=CC1)N)NCCC1=CCCCC1 (3-{(4-Methoxyphenyl)-[2-(cyclohexen-1-yl)ethylamino]methyl}phenylamine). As a reaction SMILES: [CH3:1][O:2][C:3]1[CH:8]=[CH:7][C:6]([CH:9]([C:19]2[CH:24]=[CH:23][CH:22]=[C:21]([N+:25]([O-])=O)[CH:20]=2)[NH:10][CH2:11][CH2:12][C:13]2[CH2:18][CH2:17][CH2:16][CH2:15][CH:14]=2)=[CH:5][CH:4]=1.[BH4-].[Na+]>CO.O.O.O.O.O.O.[Ni](Cl)Cl>[CH3:1][O:2][C:3]1[CH:8]=[CH:7][C:6]([CH:9]([NH:10][CH2:11][CH2:12][C:13]2[CH2:18][CH2:17][CH2:16][CH2:15][CH:14]=2)[C:19]2[CH:20]=[C:21]([NH2:25])[CH:22]=[CH:23][CH:24]=2)=[CH:5][CH:4]=1 |f:1.2,4.5.6.7.8.9.10|. Procedure details: In a similar manner to that described in Example (1b), a solution of N-[(4-methoxyphenyl)-(3-nitrophenyl)methyl]-N-[2-(cyclohexen-1-yl)ethyl]amine (2.80 g) [prepared as described in step (a) above] in methanol (60 m), nickel chloride hexahydrate (3.61 g) and sodium borohydride (1.15 g) were reacted, to afford a mixture (2.15 g) of the title compound and the reduction product of the title compound, that is 3-[(4-methoxyphenyl)-(2-cyclohexylethylamino)methyl]phenylamine, as a yellow oil. Reactants: S(=O)(Cl)Cl (Thionyl chloride), [N+](=O)([O-])C1=CC2=C(SC(=C2)CO)C=C1 (5-nitrobenzo[b]thiophene-2-methanol). Reagents/catalysts: N1=CC=CC=C1 (pyridine). The solvent is ClCCl (dichloromethane). Run at time 4 hour. The product is ClCC1=CC2=C(S1)C=CC(=C2)[N+](=O)[O-] (2-Chloromethyl-5-nitrobenzo[b]thiophene). RXN SMILES: S(Cl)([Cl:3])=O.[N+:5]([C:8]1[CH:18]=[CH:17][C:11]2[S:12][C:13]([CH2:15]O)=[CH:14][C:10]=2[CH:9]=1)([O-:7])=[O:6]>N1C=CC=CC=1.ClCCl>[Cl:3][CH2:15][C:13]1[S:12][C:11]2[CH:17]=[CH:18][C:8]([N+:5]([O-:7])=[O:6])=[CH:9][C:10]=2[CH:14]=1. Reported procedure: Thionyl chloride (1.0.ml) was added dropwise to a stirred mixture of 5-nitrobenzo[b]thiophene-2-methanol (1.0 g) and pyridine (2 drops) in dichloromethane (10 ml). The solution was stirred at room temperature for 4 hours and then washed with water followed by aqueous sodium bicarbonate solution, and then dried (Na2SO4). The solvent was evaporated and the residue was chromatographed on silica gel. Elution with dichloromethane gave a solid which was crystallised from ethyl acetate to give the titl...